Dataset: the Open Reaction Database (ORD), a public repository of structured organic reaction records. Task: describe an organic reaction: reactants, conditions, products, and yield Starting materials: FC1=CC=CC2=C1N=C(S2)C2=CC=C(C=C2)N (4-fluoro-2-(4′-aminophenyl)benzothiazole), Example 3, ICl (iodine monochloride). The solvent is C(C)(=O)O (acetic acid), C(C)(=O)O (acetic acid). Reaction conditions: time 2 hour. The product is FC1=CC=CC2=C1N=C(S2)C2=CC(=C(C=C2)N)I (4-Fluoro-2-(4′-amino-3′-iodophenyl)benzothiazole). Reaction SMILES: [F:1][C:2]1[C:7]2[N:8]=[C:9]([C:11]3[CH:16]=[CH:15][C:14]([NH2:17])=[CH:13][CH:12]=3)[S:10][C:6]=2[CH:5]=[CH:4][CH:3]=1.[I:18]Cl>C(O)(=O)C>[F:1][C:2]1[C:7]2[N:8]=[C:9]([C:11]3[CH:16]=[CH:15][C:14]([NH2:17])=[C:13]([I:18])[CH:12]=3)[S:10][C:6]=2[CH:5]=[CH:4][CH:3]=1. Procedure: A solution of the 4-fluoro-2-(4′-aminophenyl)benzothiazole prepared as described in Example 3 (4.5 mmol) in acetic acid (20 ml) was added dropwise to a solution of iodine monochloride (5.8 mmol) in acetic acid (20 ml) at 25° C. The resulting solution was stirred for 2 hr, then the solvent was removed under vacuum. The residue was dissolved in chloroform (100 ml) and washed with aqueous sodium carbonate (50 ml), aqueous sodium thiosulfate (50 ml) and water (50 ml). Evaporation of the solvent, fol... Starting materials: CC(=O)OC(C)=O, O=C(O)CCSC(=S)Nc1c(F)c(F)c(F)c(F)c1F, O=S(=O)(O)O. Yields the product O=C1CCSC(=S)N1c1c(F)c(F)c(F)c(F)c1F. Reaction SMILES: [CH3:26][C:27]([O:28][C:29](=[O:30])[CH3:31])=[O:32].[F:1][c:2]1[c:3]([F:20])[c:4]([F:19])[c:5]([F:18])[c:6]([F:17])[c:7]1[NH:8][C:9]([S:10][CH2:11][CH2:12][C:13](=[O:14])[OH:15])=[S:16].[S:21](=[O:22])(=[O:23])([OH:24])[OH:25]>>[F:1][c:2]1[c:3]([F:20])[c:4]([F:19])[c:5]([F:18])[c:6]([F:17])[c:7]1[N:8]1[C:9](=[S:16])[S:10][CH2:11][CH2:12][C:13]1=[O:14]. The solvent is C1CCOC1 (THF), O (water). Starting materials: C(C1=CC=CC=C1)OC1=C(CNC2=CC=C(C=C2)C(C(=O)OCC)CC)C=C(C=C1)Br (Ethyl 2-[4-(2-benzyloxy-5-bromobenzylamino)phenyl]butanoate), CO (methanol), Cl (HCl), aqueous solution, [OH-].[Na+] (sodium hydroxide). The product is C(C1=CC=CC=C1)OC1=C(CNC2=CC=C(C=C2)C(C(=O)O)CC)C=C(C=C1)Br (2-[4-(2-benzyloxy-5-bromobenzylamino)phenyl]butanoic acid). Procedure details: Ethyl 2-[4-(2-benzyloxy-5-bromobenzylamino)phenyl]butanoate (4.2 g) was diluted in a solution of methanol (20 ml) and THF (20 ml). A 2N aqueous solution of sodium hydroxide was added and the mixture stirred at ambient temperature for 18 hours. The volume of solvent was reduced to half the original volume and water (20 ml) added. The mixture was acidified with 2N HCl to pH 3 and extracted with ethyl acetate (3×50 ml). The combined extracts were dried (MgSO4) and evaporated and the residue was sub... Conditions: time 18 hour. Reaction SMILES: [CH2:1]([O:8][C:9]1[CH:30]=[CH:29][C:28]([Br:31])=[CH:27][C:10]=1[CH2:11][NH:12][C:13]1[CH:18]=[CH:17][C:16]([CH:19]([CH2:25][CH3:26])[C:20]([O:22]CC)=[O:21])=[CH:15][CH:14]=1)[C:2]1[CH:7]=[CH:6][CH:5]=[CH:4][CH:3]=1.CO.[OH-].[Na+].Cl>O.C1COCC1>[CH2:1]([O:8][C:9]1[CH:30]=[CH:29][C:28]([Br:31])=[CH:27][C:10]=1[CH2:11][NH:12][C:13]1[CH:18]=[CH:17][C:16]([CH:19]([CH2:25][CH3:26])[C:20]([OH:22])=[O:21])=[CH:15][CH:14]=1)[C:2]1[CH:3]=[CH:4][CH:5]=[CH:6][CH:7]=1 |f:2.3|. Starting materials: Clc1nc(NC2CCC2)c2c(Br)c[nH]c2n1, C[Si](C)(C)Cl, Nc1ccc2cn[nH]c2c1. Yields the product Brc1c[nH]c2nc(Nc3ccc4cn[nH]c4c3)nc(NC3CCC3)c12. RXN SMILES: [Br:1][c:2]1[cH:3][nH:4][c:5]2[n:6][c:7]([Cl:16])[n:8][c:9]([NH:11][CH:12]3[CH2:13][CH2:14][CH2:15]3)[c:10]12.[CH3:27][Si:28]([Cl:29])([CH3:30])[CH3:31].[NH2:17][c:18]1[cH:19][cH:20][c:21]2[cH:22][n:23][nH:24][c:25]2[cH:26]1>>[Br:1][c:2]1[cH:3][nH:4][c:5]2[n:6][c:7]([NH:17][c:18]3[cH:19][cH:20][c:21]4[cH:22][n:23][nH:24][c:25]4[cH:26]3)[n:8][c:9]([NH:11][CH:12]3[CH2:13][CH2:14][CH2:15]3)[c:10]12. The reactants are ClC=1C=C2C(=CC1)N(CC21CNCC1)C(=O)NC=1SC(=CN1)Cl (5-chloro-N-(5-chlorothiazol-2-yl)spiro[indoline-3,3′-pyrrolidine]-1-carboxamide), C(=O)(OC(C)(C)C)N[C@@H](C)C(=O)O (N-Boc alanine). Yields the product NC(C(=O)N1CC2(CC1)CN(C1=CC=C(C=C12)Cl)C(=O)NC=1SC(=CN1)Cl)C (1′-(2-aminopropanoyl)-5-chloro-N-(5-chlorothiazol-2-yl)spiro[indoline-3,3′-pyrrolidine]-1-carboxamide). As a reaction SMILES: [Cl:1][C:2]1[CH:3]=[C:4]2[C:10]3([CH2:14][CH2:13][NH:12][CH2:11]3)[CH2:9][N:8]([C:15]([NH:17][C:18]3[S:19][C:20]([Cl:23])=[CH:21][N:22]=3)=[O:16])[C:5]2=[CH:6][CH:7]=1.C([NH:31][C@H:32]([C:34](O)=[O:35])[CH3:33])(OC(C)(C)C)=O>>[NH2:31][CH:32]([CH3:33])[C:34]([N:12]1[CH2:13][CH2:14][C:10]2([C:4]3[C:5](=[CH:6][CH:7]=[C:2]([Cl:1])[CH:3]=3)[N:8]([C:15]([NH:17][C:18]3[S:19][C:20]([Cl:23])=[CH:21][N:22]=3)=[O:16])[CH2:9]2)[CH2:11]1)=[O:35]. Reported procedure: The captioned compound was obtained in the form of a white solid by performing the same reactions and/or treatments as those in Examples 19 and 20, with the exceptions that 5-chloro-N-(5-chlorothiazol-2-yl)spiro[indoline-3,3′-pyrrolidine]-1-carboxamide was used instead of bromo-N-(5-chlorothiazol-2-yl)spiro[indoline-3,3′-pyrrolidine]-1-carboxamide, and that N-Boc alanine was used instead of N-Boc glycine. The reactants are OC1=CC=C(OC=2C=NC3=CC=CC=C3C2)C=C1 (3-(4-hydroxyphenoxy)quinoline), BrC(C(=O)OCC)C (ethyl 2-bromopropionate), C([O-])([O-])=O.[K+].[K+] (potassium carbonate), CN(C=O)C (dimethylformamide). The solvent is O (water). Reaction conditions: temperature 80 celsius. Product: N1=CC(=CC2=CC=CC=C12)OC1=CC=C(OC(C(=O)OCC)C)C=C1 (Ethyl 2-[4-(3-quinolinyloxy)phenoxy]-propionate), oil. As a reaction SMILES: [OH:1][C:2]1[CH:18]=[CH:17][C:5]([O:6][C:7]2[CH:8]=[N:9][C:10]3[C:15]([CH:16]=2)=[CH:14][CH:13]=[CH:12][CH:11]=3)=[CH:4][CH:3]=1.Br[CH:20]([CH3:26])[C:21]([O:23][CH2:24][CH3:25])=[O:22].C(=O)([O-])[O-].[K+].[K+].CN(C)C=O>O>[N:9]1[C:10]2[C:15](=[CH:14][CH:13]=[CH:12][CH:11]=2)[CH:16]=[C:7]([O:6][C:5]2[CH:4]=[CH:3][C:2]([O:1][CH:20]([CH3:26])[C:21]([O:23][CH2:24][CH3:25])=[O:22])=[CH:18][CH:17]=2)[CH:8]=1 |f:2.3.4|. Procedure: A mixture of 3-(4-hydroxyphenoxy)quinoline (2.4 g), ethyl 2-bromopropionate (2.1 g), anhydrous potassium carbonate (3.3 g) and dimethylformamide (50 ml) was stirred and heated at 80° C. for 4 hours. The mixture was poured into water (500 ml) and extracted with diethyl ether (2×100 ml). The ether extracts were dried, evaporated to dryness and then chromatographed on silica gel (100 g) with dichloromethane elution. Ethyl 2-[4-(3-quinolinyloxy)phenoxy]-propionate was obtained as a pale yellow oil (...